Dataset: the Open Reaction Database (ORD), a public repository of structured organic reaction records. Task: describe an organic reaction: reactants, conditions, products, and yield Reactants: O=C(CBr)c1ccc(Br)s1, O=C([O-])[O-], CCC(C)=O, CC1(C)CCC(C)(C)c2cc(I)c(O)cc21, [K+], [K+]. Product: CC1(C)CCC(C)(C)c2cc(OCC(=O)c3ccc(Br)s3)c(I)cc21. RXN SMILES: [Br:17][CH2:18][C:19](=[O:20])[c:21]1[s:22][c:23]([Br:26])[cH:24][cH:25]1.[C:27](=[O:28])([O-:29])[O-:30].[CH2:33]([C:34]([CH3:35])=[O:36])[CH3:37].[I:1][c:2]1[c:3]([OH:16])[cH:4][c:5]2[c:10]([cH:11]1)[C:9]([CH3:12])([CH3:13])[CH2:8][CH2:7][C:6]2([CH3:14])[CH3:15].[K+:31].[K+:32]>>[I:1][c:2]1[c:3]([O:16][CH2:18][C:19](=[O:20])[c:21]2[s:22][c:23]([Br:26])[cH:24][cH:25]2)[cH:4][c:5]2[c:10]([cH:11]1)[C:9]([CH3:12])([CH3:13])[CH2:8][CH2:7][C:6]2([CH3:14])[CH3:15]. The reactants are FC=1C=C(C=CC1C=1C(=NC=CC1)N)C1=CC=CC=C1 (3-(3-fluorobiphenyl-4-yl)pyridin-2-amine), O (water), [H-].[Na+] (sodium hydride), ClCCS(=O)(=O)Cl (2-chloroethanesulfonyl chloride). Run in C1CCOC1 (THF), CCCCCC (hexane), C1CCOC1 (THF). The product is FC=1C=C(C=CC1C1=CC=CN2C1=NS(CC2)(=O)=O)C2=CC=CC=C2 (9-(3-fluorobiphenyl-4-yl)-3,4-dihydropyrido[2,1-c][1,2,4]thiadiazine 2,2-dioxide). Isolated yield 79.1%. As a reaction SMILES: [H-].[Na+].Cl[CH2:4][CH2:5][S:6](Cl)(=[O:8])=[O:7].[F:10][C:11]1[CH:12]=[C:13]([C:24]2[CH:29]=[CH:28][CH:27]=[CH:26][CH:25]=2)[CH:14]=[CH:15][C:16]=1[C:17]1[C:18]([NH2:23])=[N:19][CH:20]=[CH:21][CH:22]=1.O>C1COCC1.CCCCCC>[F:10][C:11]1[CH:12]=[C:13]([C:24]2[CH:25]=[CH:26][CH:27]=[CH:28][CH:29]=2)[CH:14]=[CH:15][C:16]=1[C:17]1[C:18]2=[N:23][S:6](=[O:8])(=[O:7])[CH2:5][CH2:4][N:19]2[CH:20]=[CH:21][CH:22]=1 |f:0.1|. Procedure details: To a suspension of 60% sodium hydride (0.76 g) in THF (20 mL) was added 2-chloroethanesulfonyl chloride (1.85 g) under ice-cooling. The reaction mixture was stirred under ice-cooling for 5 min, and a solution of 3-(3-fluorobiphenyl-4-yl)pyridin-2-amine (1.0 g) in THF (20 mL) was added. The reaction mixture was stirred at room temperature overnight, and water and hexane were added under ice-cooling. The resulting solid was collected by filtration, washed with diisopropyl ether, and dried under re...